Dataset: the Open Reaction Database (ORD), a public repository of structured organic reaction records. Task: describe an organic reaction: reactants, conditions, products, and yield The solvent is C(C)O (ethanol). Run at time 1 hour. The product is ClC=1C=C2CC(C(C2=CC1)=O)S (5-Chloro-2-mercapto-1-indanone). Reported procedure: A solution of 1.37 g (18 mmoles) of thioacetic acid in 30 ml of ethanol is neutralized exactly, in a nitrogen atmosphere, by the dropwise addition of a 40% strength aqueous KOH solution, and 3.7 g (15 mmoles) of 2-bromo-5-chloro-1-indanone (Example 1 (a)) are added. The reaction mixture is stirred for 1 hour at room temperature and poured into 200 ml of water. The product which crystallizes after some time is filtered off and introduced, under nitrogen, into 35 ml of a 5% strength aqueous NaOH s... Reactants: C(C)(=S)O (thioacetic acid), Example 1 ( a ), O (water), [OH-].[K+] (KOH), BrC1C(C2=CC=C(C=C2C1)Cl)=O (2-bromo-5-chloro-1-indanone). As a reaction SMILES: C(O)(=[S:3])C.[OH-].[K+].Br[CH:8]1[CH2:16][C:15]2[C:10](=[CH:11][CH:12]=[C:13]([Cl:17])[CH:14]=2)[C:9]1=[O:18].O>C(O)C>[Cl:17][C:13]1[CH:14]=[C:15]2[C:10](=[CH:11][CH:12]=1)[C:9](=[O:18])[CH:8]([SH:3])[CH2:16]2 |f:1.2|.